Dataset: the Open Reaction Database (ORD), a public repository of structured organic reaction records. Task: describe an organic reaction: reactants, conditions, products, and yield The reactants are C(C)(=O)O[C@@H]1[C@H](O[C@@H]([C@H]([C@@H]1OC(C)=O)OC(C)=O)COC(C)=O)N=[N+]=[N-] (2,3,4,6-tetra-O-acetyl-α-D-mannopyranosyl azide), [H][H] (hydrogen). The reagents and catalysts are [Ni] (Raney nickel). Run in C(C)(=O)OCC (ethyl acetate). Product: C(C)(=O)O[C@@H]1[C@@H](O[C@@H]([C@H]([C@@H]1OC(C)=O)OC(C)=O)COC(C)=O)N (2,3,4,6-tetra-O-acetyl-β-D-mannopyranosylamine). The yield is 60.9%. Reaction SMILES: [C:1]([O:4][C@H:5]1[C@@H:10]([O:11][C:12](=[O:14])[CH3:13])[C@H:9]([O:15][C:16](=[O:18])[CH3:17])[C@@H:8]([CH2:19][O:20][C:21](=[O:23])[CH3:22])[O:7][C@@H:6]1[N:24]=[N+]=[N-])(=[O:3])[CH3:2].[H][H]>[Ni].C(OCC)(=O)C>[C:1]([O:4][C@H:5]1[C@@H:10]([O:11][C:12](=[O:14])[CH3:13])[C@H:9]([O:15][C:16](=[O:18])[CH3:17])[C@@H:8]([CH2:19][O:20][C:21](=[O:23])[CH3:22])[O:7][C@H:6]1[NH2:24])(=[O:3])[CH3:2]. Procedure: To a mixture of about 3.0 grams of 2,3,4,6-tetra-O-acetyl-α-D-mannopyranosyl azide, 0.5 grams Raney nickel catalyst, and 40 ml. ethyl acetate, is vigorously agitated with hydrogen at atmospheric pressure, at a temperature of about 25° C. for a period of about 6.5 hours. The reaction mixture is filtered through diatomaceous silica, and the filtered solution is evaporated in vacuo to a syrup which crystallizes upon standing at a temperature of about 5° C. The crystalline product is recrystallized ... Reactants: ( ε ), ( 8 ), ( 8 ), ( 15 ), ( 36 ), ( 100 ), [K+].[Br-] (KBr), CC1=NC(=CS1)/C=C(\C)/[C@@H]2C[C@H]3[C@H](O3)CCC[C@@H]([C@@H]([C@H](C(=O)[C@@H]([C@H](CC(=O)O2)O)C)C)O)C (Epothilone A1), CC1=NC(=CS1)/C=C/[C@@H]2C[C@H]3[C@H](O3)CCC[C@@H]([C@@H]([C@H](C(=O)C([C@H](CC(=O)O2)O)(C)C)C)O)C (Epothilone A8). Run in CO (MeOH), CO (MeOH). Yields the product CC1=NC(=CS1)/C=C(\C)/[C@@H]2C/C=C\CCC[C@@H]([C@@H]([C@H](C(=O)[C@@H]([C@H](CC(=O)O2)O)C)C)O)C (Epothilone C1). RXN SMILES: [K+].[Br-].[CH3:3][C:4]1[S:8][CH:7]=[C:6](/[CH:9]=[C:10](/[C@H:12]2[O:30][C:28](=[O:29])[CH2:27][C@H:26]([OH:31])[C@@H:25]([CH3:32])[C:23](=[O:24])[C@H:22]([CH3:33])[C@@H:21]([OH:34])[C@@H:20]([CH3:35])[CH2:19][CH2:18][CH2:17][C@H:15]3O[C@H:14]3[CH2:13]2)\[CH3:11])[N:5]=1.CC1SC=C(/C=C/[C@H]2OC(=O)C[C@H](O)C(C)(C)C(=O)[C@H](C)[C@@H](O)[C@@H](C)CCC[C@H]3O[C@H]3C2)N=1>CO>[CH3:3][C:4]1[S:8][CH:7]=[C:6](/[CH:9]=[C:10](/[C@H:12]2[O:30][C:28](=[O:29])[CH2:27][C@H:26]([OH:31])[C@@H:25]([CH3:32])[C:23](=[O:24])[C@H:22]([CH3:33])[C@@H:21]([OH:34])[C@@H:20]([CH3:35])[CH2:19][CH2:18][CH2:17][CH:15]=[CH:14][CH2:13]2)\[CH3:11])[N:5]=1 |f:0.1|. Procedure details: colorless amorphous solid; [α]D22−114.0 (c 10.0, MeOH); UV (MeOH) λmax nm (ε) 211 (16500), 248 (12500); IR (KBr) νmax 3440, 2933, 2877, 2858, 1730, 1708, 1457, 1244,981 cm1; 1H NMR (CDCl3, 300 MHz) δ 6.96 (1H, s, H-19), 6.56 (1H, bs, H-17), 5.47 (1H, dd, J=9.2, 3.0 Hz, H-15), 5.43 (1H, m, H-12), 5.40 (1H, m, H-13), 4.40 (1H, ddd, J=6.2, 6.1, 6.1 Hz, H-3), 3.69 (1H, dd, J=5.7, 3.6 Hz, H-7), 3.01 (1H, dq, J=5.7, 6.9 Hz, H-6), 3.01 (1H, bs, 3-OH), 2.84 (1H, dq, J=5.2, 7.0 Hz, H-4), 2.68 (3H, s, H-2... The reactants are Cc1c(C(=O)O)cnn1-c1ccccc1, O=S(=O)(Cl)Cl, ClCCl, CN(C)C=O. Product: Cc1c(C(=O)Cl)cnn1-c1ccccc1. As a reaction SMILES: [CH3:1][c:2]1[c:3]([C:13](=[O:14])[OH:15])[cH:4][n:5][n:6]1-[c:7]1[cH:8][cH:9][cH:10][cH:11][cH:12]1.[Cl:21][S:22](=[O:23])(=[O:24])[Cl:25].[Cl:26][CH2:27][Cl:28].[O:16]=[CH:17][N:18]([CH3:19])[CH3:20]>>[CH3:1][c:2]1[c:3]([C:13](=[O:15])[Cl:21])[cH:4][n:5][n:6]1-[c:7]1[cH:8][cH:9][cH:10][cH:11][cH:12]1.